From a dataset of the Open Reaction Database (ORD), a public repository of structured organic reaction records. describe an organic reaction: reactants, conditions, products, and yield Starting materials: CCO, CN(c1cccc2cc(C3=NCC(C=O)S3)[nH]c12)S(=O)(=O)c1ccccn1, [Cl-], [NH4+], C1CCOC1. Yields the product CN(c1cccc2cc(C3=NCC(CO)S3)[nH]c12)S(=O)(=O)c1ccccn1. As a reaction SMILES: [CH3:35][CH2:36][OH:37].[CH:1](=[O:2])[CH:3]1[CH2:4][N:5]=[C:6]([c:8]2[nH:9][c:10]3[c:11]([N:17]([S:18](=[O:19])(=[O:20])[c:21]4[n:22][cH:23][cH:24][cH:25][cH:26]4)[CH3:27])[cH:12][cH:13][cH:14][c:15]3[cH:16]2)[S:7]1.[Cl-:28].[NH4+:29].[O:30]1[CH2:31][CH2:32][CH2:33][CH2:34]1>>[CH2:1]([OH:2])[CH:3]1[CH2:4][N:5]=[C:6]([c:8]2[nH:9][c:10]3[c:11]([N:17]([S:18](=[O:19])(=[O:20])[c:21]4[n:22][cH:23][cH:24][cH:25][cH:26]4)[CH3:27])[cH:12][cH:13][cH:14][c:15]3[cH:16]2)[S:7]1. The reactants are C1CCNCC1, ClCCl, CO, Cc1ccc(NC(=O)c2cccc(N(C)C)c2)cc1NC(=O)c1cccc(OCC2CO2)c1. Product: Cc1ccc(NC(=O)c2cccc(N(C)C)c2)cc1NC(=O)c1cccc(OCC(O)CN2CCCCC2)c1. Reaction SMILES: [CH2:1]1[CH2:2][CH2:3][NH:4][CH2:5][CH2:6]1.[CH2:40]([Cl:41])[Cl:42].[CH3:43][OH:44].[CH3:7][N:8]([c:9]1[cH:10][c:11]([C:12](=[O:13])[NH:14][c:15]2[cH:16][cH:17][c:18]([CH3:35])[c:19]([NH:21][C:22]([c:23]3[cH:24][c:25]([O:29][CH2:30][CH:31]4[CH2:32][O:33]4)[cH:26][cH:27][cH:28]3)=[O:34])[cH:20]2)[cH:36][cH:37][cH:38]1)[CH3:39]>>[CH2:1]1[CH2:2][CH2:3][N:4]([CH2:32][CH:31]([CH2:30][O:29][c:25]2[cH:24][c:23]([C:22]([NH:21][c:19]3[c:18]([CH3:35])[cH:17][cH:16][c:15]([NH:14][C:12]([c:11]4[cH:10][c:9]([N:8]([CH3:7])[CH3:39])[cH:38][cH:37][cH:36]4)=[O:13])[cH:20]3)=[O:34])[cH:28][cH:27][cH:26]2)[OH:33])[CH2:5][CH2:6]1. Reactants: CC1=NC=CC2=CC=CC=C12 (1-methylisoquinoline), CO (MeOH). Solvent: C1CCOC1 (THF), C1CCOC1 (THF), Cl (HCl), CCOCC (ether). Conditions: time 1.5 hour. The product is CC1NCCC2=CC=CC=C12 (1-Methyl-1,2,3,4-tetrahydro-isoquinoline). The yield is 77.0%. RXN SMILES: [CH3:1][C:2]1[C:11]2[C:6](=[CH:7][CH:8]=[CH:9][CH:10]=2)[CH:5]=[CH:4][N:3]=1.CO>C1COCC1.Cl.CCOCC>[CH3:1][CH:2]1[C:11]2[C:6](=[CH:7][CH:8]=[CH:9][CH:10]=2)[CH2:5][CH2:4][NH:3]1. Procedure: To a solution of 1-methylisoquinoline (133 μL, 1.0 mmol) in THF under nitrogen was added dropwise a solution of LiBEt3H in THF (1.0M, 2.2 mL, 2.2 mmol) to give a yellow solution. After stirring 1.5 h, MeOH (1.2 mL) was added dropwise to produce a clear colorless solution, which was then diluted with 1M aq. HCl and ether. The aqueous layer was extracted three times with ether, then made basic (pH 14) by addition of 1M aq. NaOH. The aqueous layer was extracted five times with DCM, dried over MgSO4... Starting materials: C1(=CC=CC=C1)[C@H](C)NNC(C1=CC=CC=C1)=O ((S)-(-)-2-phenyl-2-(2-benzoylhydrazino)ethane), [I-].[Sm+2].[I-] (samarium(II) iodide), solution. The solvent is CO (methanol), O1CCCC1 (tetrahydrofuran). Run at time 30 minute. The product is C[C@@H](C1=CC=CC=C1)N ((S)-(-)-α-methylbenzylamine). Yield: 71.6%. Reaction SMILES: [C:1]1([C@@H:7]([NH:9]NC(=O)C2C=CC=CC=2)[CH3:8])[CH:6]=[CH:5][CH:4]=[CH:3][CH:2]=1.[I-].[Sm+2].[I-]>CO.O1CCCC1>[CH3:8][C@H:7]([NH2:9])[C:1]1[CH:6]=[CH:5][CH:4]=[CH:3][CH:2]=1 |f:1.2.3|. Procedure details: To (S)-(-)-2-phenyl-2-(2-benzoylhydrazino)ethane (0.40 g, 1.66 mmol, 89% ee) in methanol (7 mL) was added rapidly dropwise a solution of samarium(II) iodide (70 mL of a 0.05M solution in tetrahydrofuran). After complete addition, the reaction was allowed to stir for 30 min. The reaction was then concentrated on a rotovap, and to the resulting residue was added 1M HCl (15 mL). The aqueous layer was extracted with diethyl ether (8×25 mL). The aqueous layer was made basic to litmus by the addition ... Product: O=C1NC2=CC=C(C=C2C1=CC1=C2C(=CN1)C(OCC2)=O)S(=O)(=O)N (2-Oxo-3-(4-oxo-2,4,6,7-tetrahydro-pyrano[3,4-c]pyrrol-1-ylmethylene)-2,3-dihydro-1H-indole-5-sulfonic Acid Amide). Reaction SMILES: [O:1]=[C:2]1[CH2:10][C:9]2[C:4](=[CH:5][CH:6]=[C:7]([S:11]([NH2:14])(=[O:13])=[O:12])[CH:8]=2)[NH:3]1.[O:15]=[C:16]1[C:21]2=[CH:22][NH:23][C:24]([CH:25]=O)=[C:20]2[CH2:19][CH2:18][O:17]1>>[O:1]=[C:2]1[C:10](=[CH:25][C:24]2[NH:23][CH:22]=[C:21]3[C:16](=[O:15])[O:17][CH2:18][CH2:19][C:20]=23)[C:9]2[C:4](=[CH:5][CH:6]=[C:7]([S:11]([NH2:14])(=[O:12])=[O:13])[CH:8]=2)[NH:3]1. The reactants are O=C1NC2=CC=C(C=C2C1)S(=O)(=O)N (2-Oxo-2,3-dihydro-1H-indole-5-sulfonic acid amide), O=C1OCCC=2C1=CNC2C=O (4-oxo-2,4,6,7-tetrahydro-pyrano[3,4-c]pyrrole-1-carbaldehyde). Procedure details: 2-Oxo-2,3-dihydro-1H-indole-5-sulfonic acid amide was condensed with 4-oxo-2,4,6,7-tetrahydro-pyrano[3,4-c]pyrrole-1-carbaldehyde to give the title compound.